This data is from the Open Reaction Database (ORD), a public repository of structured organic reaction records. The task is: describe an organic reaction: reactants, conditions, products, and yield Starting materials: BrB(Br)Br, ClCCl, CCn1nnn(-c2cc(OC)c(F)cc2Cl)c1=O. Product: CCn1nnn(-c2cc(O)c(F)cc2Cl)c1=O. Reaction SMILES: [B:19]([Br:20])([Br:21])[Br:22].[CH2:23]([Cl:24])[Cl:25].[Cl:1][c:2]1[c:3](-[n:11]2[n:12][n:13][n:14]([CH2:17][CH3:18])[c:15]2=[O:16])[cH:4][c:5]([O:9][CH3:10])[c:6]([F:8])[cH:7]1>>[Cl:1][c:2]1[c:3](-[n:11]2[n:12][n:13][n:14]([CH2:17][CH3:18])[c:15]2=[O:16])[cH:4][c:5]([OH:9])[c:6]([F:8])[cH:7]1. Starting materials: FCC1=NC2=CC=C(C=C2C(N1C1=C(C=CC=C1)C)=O)[N+](=O)[O-] (2-fluoromethyl-3-(o-tolyl)-6-nitro-4(3H)-quinazolinone), C([O-])(O)=O.[Na+] (sodium bicarbonate), stannous chloride, O (water), C(Cl)(Cl)Cl (chloroform). Solvent: Cl (hydrochloric acid), CO (methanol). Run at time 15 minute. The product is FCC1=NC2=CC=C(C=C2C(N1C1=C(C=CC=C1)C)=O)N (2-fluoromethyl-3-(o-tolyl)-6-amino-4(3H)-quinazolinone). The yield is 84.0%. Reaction SMILES: [F:1][CH2:2][C:3]1[N:12]([C:13]2[CH:18]=[CH:17][CH:16]=[CH:15][C:14]=2[CH3:19])[C:11](=[O:20])[C:10]2[C:5](=[CH:6][CH:7]=[C:8]([N+:21]([O-])=O)[CH:9]=2)[N:4]=1.O.C(Cl)(Cl)Cl.C(=O)(O)[O-].[Na+]>CO.Cl>[F:1][CH2:2][C:3]1[N:12]([C:13]2[CH:18]=[CH:17][CH:16]=[CH:15][C:14]=2[CH3:19])[C:11](=[O:20])[C:10]2[C:5](=[CH:6][CH:7]=[C:8]([NH2:21])[CH:9]=2)[N:4]=1 |f:3.4|. Procedure details: 2.5 g of 2-fluoromethyl-3-(o-tolyl)-6-nitro-4(3H)-quinazolinone are suspended in 40 ml of methanol, and a solution of 6.0 g of stannous chloride in 6.0 ml of concentrated hydrochloric acid is added dropwise thereto at 5° to 10°C for 15 minutes. The mixture is stirred at the same temperature for 15 minutes and then at room temperature for 2.5 hours. After the reaction, the mixture becomes a clear solution. The solution thus obtained is decolorized with 0.25 g of activated carbon. 200 ml of water ... Solvent: O1CCOCC1 (dioxane). Starting materials: ClC1=CC=C(C=C1)C1(CC1)NC1=NC(=NC(=N1)OCC(F)(F)F)NC1=CC=C(C(=O)OC(C)(C)C)C=C1 (tert-butyl 4-(4-(1-(4-chlorophenyl)cyclopropylamino)-6-(2,2,2-trifluoroethoxy)-1,3,5-triazin-2-ylamino)benzoate), Cl (HCl). As a reaction SMILES: [Cl:1][C:2]1[CH:7]=[CH:6][C:5]([C:8]2([NH:11][C:12]3[N:17]=[C:16]([O:18][CH2:19][C:20]([F:23])([F:22])[F:21])[N:15]=[C:14]([NH:24][C:25]4[CH:37]=[CH:36][C:28]([C:29]([O:31]C(C)(C)C)=[O:30])=[CH:27][CH:26]=4)[N:13]=3)[CH2:10][CH2:9]2)=[CH:4][CH:3]=1.Cl>O1CCOCC1>[Cl:1][C:2]1[CH:3]=[CH:4][C:5]([C:8]2([NH:11][C:12]3[N:17]=[C:16]([O:18][CH2:19][C:20]([F:23])([F:21])[F:22])[N:15]=[C:14]([NH:24][C:25]4[CH:26]=[CH:27][C:28]([C:29]([OH:31])=[O:30])=[CH:36][CH:37]=4)[N:13]=3)[CH2:10][CH2:9]2)=[CH:6][CH:7]=1. Yields the product ClC1=CC=C(C=C1)C1(CC1)NC1=NC(=NC(=N1)OCC(F)(F)F)NC1=CC=C(C(=O)O)C=C1 (4-(4-(1-(4-chlorophenyl)cyclopropylamino)-6-(2,2,2-trifluoroethoxy)-1,3,5-triazin-2-ylamino)benzoic acid). Isolated yield 100.0%. Reported procedure: A solution of above tert-butyl 4-(4-(1-(4-chlorophenyl)cyclopropylamino)-6-(2,2,2-trifluoroethoxy)-1,3,5-triazin-2-ylamino)benzoate (4 g) and HCl in dioxane (7.46 ml, 4M) was stirred for 4 hours. Concentration gave 3.58 g of 4-(4-(1-(4-chlorophenyl)cyclopropylamino)-6-(2,2,2-trifluoroethoxy)-1,3,5-triazin-2-ylamino)benzoic acid as a solid. Reactants: CNC (dimethylamine), CS(=O)(=O)C1=CC=C(OC=2C(=CC3=C(NC(N3)C3=NC=CC=C3)C2)C2N(CCC2)C(=O)OC2=CC=C(C=C2)[N+](=O)[O-])C=C1 (4-nitrophenyl 2-(6-(4-methanesulfonyl-phenoxy)-2-pyridin-2-yl-2,3-dihydro-1H-benzimidazol-5-yl)-pyrrolidin-1-carboxylate). Solvent: O1CCCC1 (tetrahydrofuran). Reaction conditions: temperature 100 celsius, time 8 hour. Yields the product CN(C(=O)N1C(CCC1)C1=CC2=C(N=C(N2)C2=NC=CC=C2)C=C1OC1=CC=C(C=C1)S(=O)(=O)C)C (2-(6-(4-methanesulfonyl-phenoxy)-2-pyridin-2-yl-3H-benzimidazol-5-yl)-pyrrolidine-1-carboxylic acid dimethylamide). As a reaction SMILES: [CH3:1][NH:2][CH3:3].[CH3:4][S:5]([C:8]1[CH:46]=[CH:45][C:11]([O:12][C:13]2[C:14]([CH:28]3[CH2:32][CH2:31][CH2:30][N:29]3[C:33]([O:35]C3C=CC([N+]([O-])=O)=CC=3)=O)=[CH:15][C:16]3[NH:20][CH:19]([C:21]4[CH:26]=[CH:25][CH:24]=[CH:23][N:22]=4)[NH:18][C:17]=3[CH:27]=2)=[CH:10][CH:9]=1)(=[O:7])=[O:6]>O1CCCC1>[CH3:1][N:2]([CH3:3])[C:33]([N:29]1[CH2:30][CH2:31][CH2:32][CH:28]1[C:14]1[C:13]([O:12][C:11]2[CH:10]=[CH:9][C:8]([S:5]([CH3:4])(=[O:6])=[O:7])=[CH:46][CH:45]=2)=[CH:27][C:17]2[N:18]=[C:19]([C:21]3[CH:26]=[CH:25][CH:24]=[CH:23][N:22]=3)[NH:20][C:16]=2[CH:15]=1)=[O:35]. Procedure: 1 ml of dimethylamine (2.0 M tetrahydrofuran solution) was added to a tetrahydrofuran (1 ml) solution of 20 mg of 4-nitrophenyl 2-(6-(4-methanesulfonyl-phenoxy)-2-pyridin-2-yl-2,3-dihydro-1H-benzimidazol-5-yl)-pyrrolidin-1-carboxylate, and the reaction liquid was stirred overnight in a sealed tube at 100° C. The reaction solvent was evaporated away under reduced pressure, and the resulting residue was purified through reversed-phase middle-pressure liquid chromatography [ODS-AS-360-CC (by YMC), ... Starting materials: ClC1=C2C(=NC=C1F)NC(=C2)C2CCN(CC2)C(=O)OC(C)(C)C (tert-butyl 4-(4-chloro-5-fluoro-1H-pyrrolo[2,3-b]pyridin-2-yl)piperidine-1-carboxylate), FC=1C=CC(=C(C1)B(O)O)OC ((5-fluoro-2-methoxyphenyl)boronic acid), phenylallylchloro[1,3-bis(diisopropylphenyl)-2-imidazol-2-ylidene]palladium(II), P(=O)([O-])([O-])[O-].[K+].[K+].[K+] (potassium phosphate). The solvent is O1CCCC1 (tetrahydrofuran), O (water). Yields the product FC=1C(=C2C(=NC1)NC(=C2)C2CCN(CC2)C(=O)OC(C)(C)C)C2=C(C=CC(=C2)F)OC (tert-butyl 4-(5-fluoro-4-(5-fluoro-2-methoxyphenyl)-1H-pyrrolo[2,3-b]pyridin-2-yl)piperidine-1-carboxylate). RXN SMILES: Cl[C:2]1[C:7]([F:8])=[CH:6][N:5]=[C:4]2[NH:9][C:10]([CH:12]3[CH2:17][CH2:16][N:15]([C:18]([O:20][C:21]([CH3:24])([CH3:23])[CH3:22])=[O:19])[CH2:14][CH2:13]3)=[CH:11][C:3]=12.[F:25][C:26]1[CH:27]=[CH:28][C:29]([O:35][CH3:36])=[C:30](B(O)O)[CH:31]=1.P([O-])([O-])([O-])=O.[K+].[K+].[K+]>O1CCCC1.O>[F:8][C:7]1[C:2]([C:28]2[CH:27]=[C:26]([F:25])[CH:31]=[CH:30][C:29]=2[O:35][CH3:36])=[C:3]2[CH:11]=[C:10]([CH:12]3[CH2:17][CH2:16][N:15]([C:18]([O:20][C:21]([CH3:24])([CH3:23])[CH3:22])=[O:19])[CH2:14][CH2:13]3)[NH:9][C:4]2=[N:5][CH:6]=1 |f:2.3.4.5|. Run at temperature 120 celsius. Procedure details: A mixture of Example 255B (600 mg, 1.696 mmol), (5-fluoro-2-methoxyphenyl)boronic acid (403 mg, 2.374 mmol), phenylallylchloro[1,3-bis(diisopropylphenyl)-2-imidazol-2-ylidene]palladium(II) (110 mg, 0.170 mmol), and potassium phosphate (1080 mg, 5.09 mmol) in 12 mL tetrahydrofuran and 3 mL water was degassed with nitrogen and heated in a Biotage microwave for 40 minutes at 120° C. The mixture was extracted with ethyl acetate and purified by silica gel column chromatography eluting with 0-5% metha... The reactants are CCO, [Cl-], Cl, O=[N+]([O-])c1cc2c(c(-c3cccnc3)c1)OCC2, [Na+], [OH-], O. The product is Nc1cc2c(c(-c3cccnc3)c1)OCC2. RXN SMILES: [CH3:23][CH2:24][OH:25].[Cl-:19].[ClH:26].[N+:1]([O-:2])(=[O:3])[c:4]1[cH:5][c:6](-[c:13]2[cH:14][n:15][cH:16][cH:17][cH:18]2)[c:7]2[c:8]([cH:12]1)[CH2:9][CH2:10][O:11]2.[Na+:22].[OH-:21].[OH2:20]>>[NH2:1][c:4]1[cH:5][c:6](-[c:13]2[cH:14][n:15][cH:16][cH:17][cH:18]2)[c:7]2[c:8]([cH:12]1)[CH2:9][CH2:10][O:11]2.